This data is from the Open Reaction Database (ORD), a public repository of structured organic reaction records. The task is: describe an organic reaction: reactants, conditions, products, and yield Reported procedure: 83 g. of 2-butyl-3,5-dimethyl-phenol are dissolved in 225 ml. of methanol. After the addition of 60 g. of potassium hydroxide in 25 ml. of water, the solution is treated at room temperature with 34.2 g. of methyl iodide. The mixture is heated to boiling under reflux conditions for 3 hours, then cooled, diluted with water and extracted with ether. The ether extract is washed with diluted sodium hydroxide solution, dried over sodium sulfate and evaporated. There is obtained 2-butyl-3,5-dimethyl-an... Run in O (water), O (water). Starting materials: C(CCC)C1=C(C=C(C=C1C)C)O (2-butyl-3,5-dimethyl-phenol), CI (methyl iodide), CO (methanol), [OH-].[K+] (potassium hydroxide). The product is C(CCC)C1=C(C=C(C=C1C)C)OC (2-butyl-3,5-dimethyl-anisole). Run at time 3 hour. RXN SMILES: [CH2:1]([C:5]1[C:10]([CH3:11])=[CH:9][C:8]([CH3:12])=[CH:7][C:6]=1[OH:13])[CH2:2][CH2:3][CH3:4].[CH3:14]O.[OH-].[K+].CI>O>[CH2:1]([C:5]1[C:10]([CH3:11])=[CH:9][C:8]([CH3:12])=[CH:7][C:6]=1[O:13][CH3:14])[CH2:2][CH2:3][CH3:4] |f:2.3|. Reactants: FC(C(=O)O)(F)F.S1C(=NC2=C1C=CC=C2)S(=O)(=O)N2C(CNCC2)=O (1-(benzothiazole-2-sulfonyl)-piperazin-2-one trifluoroacetic acid salt), CSCCOC(=O)NC=1NC(C=2N=CN(C2N1)CC(=O)O)=O ([2-N-(2-methylthioethoxycarbonyl)-guanin-9-yl]-acetic acid). Yields the product S1C(=NC2=C1C=CC=C2)S(=O)(=O)N2C(CN(CC2)C(CN2C=1N=C(NC(C1N=C2)=O)NC(=O)OCCSC)=O)=O (1-(Benzothiazole-2-sulfonyl)-4-{[2-N-(2-methylthioethoxycarbonyl)-guanin-9-yl]-acetyl}-piperazin-2-one). RXN SMILES: FC(F)(F)C(O)=O.[S:8]1[C:12]2[CH:13]=[CH:14][CH:15]=[CH:16][C:11]=2[N:10]=[C:9]1[S:17]([N:20]1[CH2:25][CH2:24][NH:23][CH2:22][C:21]1=[O:26])(=[O:19])=[O:18].[CH3:27][S:28][CH2:29][CH2:30][O:31][C:32]([NH:34][C:35]1[NH:36][C:37](=[O:48])[C:38]2[N:39]=[CH:40][N:41]([CH2:44][C:45](O)=[O:46])[C:42]=2[N:43]=1)=[O:33]>>[S:8]1[C:12]2[CH:13]=[CH:14][CH:15]=[CH:16][C:11]=2[N:10]=[C:9]1[S:17]([N:20]1[CH2:25][CH2:24][N:23]([C:45](=[O:46])[CH2:44][N:41]2[CH:40]=[N:39][C:38]3[C:37](=[O:48])[NH:36][C:35]([NH:34][C:32]([O:31][CH2:30][CH2:29][S:28][CH3:27])=[O:33])=[N:43][C:42]2=3)[CH2:22][C:21]1=[O:26])(=[O:19])=[O:18] |f:0.1|. Reported procedure: The title compound was synthesized by the reaction of 1-(benzothiazole-2-sulfonyl)-piperazin-2-one trifluoroacetic acid salt with [2-N-(2-methylthioethoxycarbonyl)-guanin-9-yl]-acetic acid as per the procedure of Example 52. 1H NMR (500 MHz; DMSO-d6) δ 11.41 (brs, 1H), 11.35 (brs, 1H), 8.35 (m, 1H), 8.25 (m, 1H), 7.82 (d, 0.6H), 7.78 (d, 0.4H), 7.72 (m, 2H), 5.14 (s, 1.2H), 5.03 (s, 0.8H), 4.51 (s, 0.8H), 4.32 (t, 2H), 4.27 (s, 1.2H), 4.24 (t, 1.2H), 4.08 (t, 0.8H), 4.04 (t, 1.2H), 3.85 (t, 0.8H... Starting materials: aqueous solution, [OH-].[Na+] (sodium hydroxide), OC1=CC=C(C=C1)C1=NC=C(C=C1)CCCCCCCC (2-(p-hydroxyphenyl)-5-octylpyridine), BrCCC[C@@H](CCCCCC)C ((R)-1-bromo-(4-methyl)decane). Yield: 47.1%. The product is C[C@@H](CCCOC1=CC=C(C=C1)C1=NC=C(C=C1)CCCCCCCC)CCCCCC ((R)2-[p-(4-methyldecyloxy)phenyl]-5-octylpyridine). RXN SMILES: [OH-].[Na+].[OH:3][C:4]1[CH:9]=[CH:8][C:7]([C:10]2[CH:15]=[CH:14][C:13]([CH2:16][CH2:17][CH2:18][CH2:19][CH2:20][CH2:21][CH2:22][CH3:23])=[CH:12][N:11]=2)=[CH:6][CH:5]=1.Br[CH2:25][CH2:26][CH2:27][C@H:28]([CH3:35])[CH2:29][CH2:30][CH2:31][CH2:32][CH2:33][CH3:34]>O>[CH3:35][C@H:28]([CH2:29][CH2:30][CH2:31][CH2:32][CH2:33][CH3:34])[CH2:27][CH2:26][CH2:25][O:3][C:4]1[CH:5]=[CH:6][C:7]([C:10]2[CH:15]=[CH:14][C:13]([CH2:16][CH2:17][CH2:18][CH2:19][CH2:20][CH2:21][CH2:22][CH3:23])=[CH:12][N:11]=2)=[CH:8][CH:9]=1 |f:0.1|. Procedure: 20 ml of a 30% aqueous solution of sodium hydroxide was added dropwise to a mixture of 2 g (0.007 mol) of 2-(p-hydroxyphenyl)-5-octylpyridine and 1.65 g (0.007 mol) of (R)-1-bromo-(4-methyl)decane with stirring. The resulting solution was heated to a temperature between about 90° and 100° C. for 3 hours. 150 ml of water was added to the reaction solution and the organic layer was extracted with chloroform. After washing the extract three times with water, chloroform was removed by distillation. ... Solvent: O (water). The reactants are CC1(OB(OC1(C)C)C=1CCOCC1)C (4-(4,4,5,5-Tetramethyl-[1,3,2]dioxaborolan-2-yl)-3,6-dihydro-2H-pyran), BrC=1C(=NC=C(C1)F)F (3-bromo-2,5-difluoro-pyridine), C(=O)([O-])[O-].[Na+].[Na+] (Na2CO3). The reagents and catalysts are C1=CC=C(C=C1)P([C-]2C=CC=C2)C3=CC=CC=C3.C1=CC=C(C=C1)P([C-]2C=CC=C2)C3=CC=CC=C3.Cl[Pd]Cl.[Fe+2] (Pd(dppf)Cl2). The solvent is O1CCOCC1 (dioxane), O (H2O). The product is O1CCC(=CC1)C=1C(=NC=C(C1)F)F (3-(3,6-DIHYDRO-2H-PYRAN-4-YL)-2,5-DIFLUORO-PYRIDINE). Yield: 90.2%. Reaction SMILES: Br[C:2]1[C:3]([F:9])=[N:4][CH:5]=[C:6]([F:8])[CH:7]=1.C([O-])([O-])=O.[Na+].[Na+].CC1(C)C(C)(C)OB([C:24]2[CH2:25][CH2:26][O:27][CH2:28][CH:29]=2)O1>O1CCOCC1.O.C1C=CC(P(C2C=CC=CC=2)[C-]2C=CC=C2)=CC=1.C1C=CC(P(C2C=CC=CC=2)[C-]2C=CC=C2)=CC=1.Cl[Pd]Cl.[Fe+2]>[O:27]1[CH2:26][CH:25]=[C:24]([C:2]2[C:3]([F:9])=[N:4][CH:5]=[C:6]([F:8])[CH:7]=2)[CH2:29][CH2:28]1 |f:1.2.3,7.8.9.10|. Procedure details: To a solution of 3-bromo-2,5-difluoro-pyridine (4.1 g, 20.8 mmol) in dioxane (60 mL) was treated with Na2CO3 (4.4 g, 41.6 mmol) in 20 mL of H2O as a solution, followed by additional of 4-(4,4,5,5-Tetramethyl-[1,3,2]dioxaborolan-2-yl)-3,6-dihydro-2H-pyran (4.8 g 22.9 mmol) and Pd(dppf)Cl2 (761 mg). The resulting mixture was heated at refluxing overnight under N2 atmosphere. TLC showed that most of the staring materials were consumed. The solution was filtered and the filtrate was concentrated to ... The reactants are FC1=CC=C(C=C1)N1C=C(C(C2=CC(=C(C(=C12)F)F)F)=O)C(=O)O (1-(4-fluorophenyl)-6,7,8-trifluoro-1,4-dihydro-4-oxoquinoline-3-carboxylic acid), FC1=C2CNCC2=CC=C1 (4-fluoroisoindoline). The solvent is CN(C)C=O (DMF). The product is FC1=C2CN(CC2=CC=C1)C1=C(C=C2C(C(=CN(C2=C1F)C1=CC=C(C=C1)F)C(=O)O)=O)F (7-(4-fluoro-2-isoindolinyl)-1-(4-fluorophenyl)-6,8-difluoro-1,4-dihydro-4-oxoquinoline-3-carboxylic acid). Yield: 82.9%. RXN SMILES: [F:1][C:2]1[CH:7]=[CH:6][C:5]([N:8]2[C:17]3[C:12](=[CH:13][C:14]([F:20])=[C:15](F)[C:16]=3[F:18])[C:11](=[O:21])[C:10]([C:22]([OH:24])=[O:23])=[CH:9]2)=[CH:4][CH:3]=1.[F:25][C:26]1[CH:34]=[CH:33][CH:32]=[C:31]2[C:27]=1[CH2:28][NH:29][CH2:30]2>CN(C=O)C>[F:25][C:26]1[CH:34]=[CH:33][CH:32]=[C:31]2[C:27]=1[CH2:28][N:29]([C:15]1[C:16]([F:18])=[C:17]3[C:12]([C:11](=[O:21])[C:10]([C:22]([OH:24])=[O:23])=[CH:9][N:8]3[C:5]3[CH:6]=[CH:7][C:2]([F:1])=[CH:3][CH:4]=3)=[CH:13][C:14]=1[F:20])[CH2:30]2. Procedure details: 170 mg of 1-(4-fluorophenyl)-6,7,8-trifluoro-1,4-dihydro-4-oxoquinoline-3-carboxylic acid, 210 mg of 4-fluoroisoindoline, and 1.5 ml of anhydrous DMF were processed in the same manner as in Example 20 to produce 190 mg of the target compound. Product: C=Cc1cc(C(=O)OC)c(N)cc1C(F)(F)F. Reactants: C=C[Sn](CCCC)(CCCC)CCCC, COC(=O)c1cc(I)c(C(F)(F)F)cc1N, Cc1ccccc1, CCOC(C)=O. RXN SMILES: [CH2:17]([CH2:18][CH2:30][CH3:31])[Sn:19]([CH2:20][CH2:21][CH2:22][CH3:23])([CH2:24][CH2:25][CH2:26][CH3:27])[CH:28]=[CH2:29].[CH3:1][O:2][C:3]([c:4]1[c:5]([NH2:15])[cH:6][c:7]([C:11]([F:12])([F:13])[F:14])[c:8]([I:10])[cH:9]1)=[O:16].[CH3:32][c:33]1[cH:34][cH:35][cH:36][cH:37][cH:38]1.[CH3:39][CH2:40][O:41][C:42](=[O:43])[CH3:44]>>[CH3:1][O:2][C:3]([c:4]1[c:5]([NH2:15])[cH:6][c:7]([C:11]([F:12])([F:13])[F:14])[c:8]([CH:17]=[CH2:18])[cH:9]1)=[O:16]. Starting materials: CC(C)(C)OC(=O)CBr, COC(=O)c1cc(O)cc(Br)c1, [H-], [Na+], CN(C)C=O, O. Yields the product COC(=O)c1cc(Br)cc(OCC(=O)OC(C)(C)C)c1. Reaction SMILES: [Br:13][CH2:14][C:15](=[O:16])[O:17][C:18]([CH3:19])([CH3:20])[CH3:21].[CH3:1][O:2][C:3]([c:4]1[cH:5][c:6]([Br:11])[cH:7][c:8]([OH:10])[cH:9]1)=[O:12].[H-:22].[Na+:23].[O:25]=[CH:26][N:27]([CH3:28])[CH3:29].[OH2:24]>>[CH3:1][O:2][C:3]([c:4]1[cH:5][c:6]([Br:11])[cH:7][c:8]([O:10][CH2:14][C:15](=[O:16])[O:17][C:18]([CH3:19])([CH3:20])[CH3:21])[cH:9]1)=[O:12]. Reactants: CC(C)C1CN(C(=O)OC(C)(C)C)CCN1c1cccc(Cc2ccccc2)c1, CO, ClCCl, ClCCl, O=C(O)C(F)(F)F, O. Product: CC(C)C1CNCCN1c1cccc(Cc2ccccc2)c1. RXN SMILES: [C:1]([O:2][C:3](=[O:4])[N:8]1[CH2:9][CH:10]([CH:27]([CH3:28])[CH3:29])[N:11]([c:14]2[cH:15][c:16]([CH2:20][c:21]3[cH:22][cH:23][cH:24][cH:25][cH:26]3)[cH:17][cH:18][cH:19]2)[CH2:12][CH2:13]1)([CH3:5])([CH3:6])[CH3:7].[CH3:41][OH:42].[Cl:38][CH2:39][Cl:40].[Cl:43][CH2:44][Cl:45].[F:30][C:31]([F:32])([F:33])[C:34]([OH:35])=[O:36].[OH2:37]>>[NH:8]1[CH2:9][CH:10]([CH:27]([CH3:28])[CH3:29])[N:11]([c:14]2[cH:15][c:16]([CH2:20][c:21]3[cH:22][cH:23][cH:24][cH:25][cH:26]3)[cH:17][cH:18][cH:19]2)[CH2:12][CH2:13]1. The reactants are C(C)(C)(C)NC(=O)C1=CN(C2=NC=C(N=C21)Br)COCC[Si](C)(C)C (2-bromo-5-(2-trimethylsilanyl-ethoxymethyl)-5H-pyrrolo[2,3-b]pyrazine-7-carboxylic acid tert-butylamide), C(#N)C1CN(C1)C([C@@H](C)NC(=O)C1=CNC2=NC=C(N=C21)C2=NN(C=1C2=NC=CC1)C)=O (2-(1-Methyl-1H-pyrazolo[4,3-b]pyridin-3-yl)-5H-pyrrolo[2,3-b]pyrazine-7-carboxylic acid [(R)-2-(3-cyano-azetidin-1-yl)-1-methyl-2-oxo-ethyl]-amide). Reagents/catalysts: C=1C=CC(=CC1)[P](C=2C=CC=CC2)(C=3C=CC=CC3)[Pd]([P](C=4C=CC=CC4)(C=5C=CC=CC5)C=6C=CC=CC6)([P](C=7C=CC=CC7)(C=8C=CC=CC8)C=9C=CC=CC9)[P](C=1C=CC=CC1)(C=1C=CC=CC1)C=1C=CC=CC1 (tetrakis(triphenylphosphine)palladium), [Cu]I (copper (I) iodide). Solvent: CN(C)C=O (DMF). Conditions: temperature 80 celsius, time 8 hour. Product: C(C)(C)(C)NC(=O)C1=CN(C2=NC=C(N=C21)C2=NN(C=1C2=NC=CC1)C)COCC[Si](C)(C)C (2-(1-methyl-1H-pyrazolo[4,3-b]pyridin-3-yl)-5-(2-trimethylsilanyl-ethoxymethyl)-5H-pyrrolo[2,3-b]pyrazine-7-carboxylic acid tert-butylamide). Isolated yield 40.9%. RXN SMILES: [C:1]([NH:5][C:6]([C:8]1[C:16]2[C:11](=[N:12][CH:13]=[C:14](Br)[N:15]=2)[N:10]([CH2:18][O:19][CH2:20][CH2:21][Si:22]([CH3:25])([CH3:24])[CH3:23])[CH:9]=1)=[O:7])([CH3:4])([CH3:3])[CH3:2].C(C1CN(C(=O)[C@H](NC(C2C3C(=NC=C([C:47]4[C:51]5=[N:52][CH:53]=[CH:54][CH:55]=[C:50]5[N:49]([CH3:56])[N:48]=4)N=3)NC=2)=O)C)C1)#N>CN(C=O)C.C1C=CC([P]([Pd]([P](C2C=CC=CC=2)(C2C=CC=CC=2)C2C=CC=CC=2)([P](C2C=CC=CC=2)(C2C=CC=CC=2)C2C=CC=CC=2)[P](C2C=CC=CC=2)(C2C=CC=CC=2)C2C=CC=CC=2)(C2C=CC=CC=2)C2C=CC=CC=2)=CC=1.[Cu]I>[C:1]([NH:5][C:6]([C:8]1[C:16]2[C:11](=[N:12][CH:13]=[C:14]([C:47]3[C:51]4=[N:52][CH:53]=[CH:54][CH:55]=[C:50]4[N:49]([CH3:56])[N:48]=3)[N:15]=2)[N:10]([CH2:18][O:19][CH2:20][CH2:21][Si:22]([CH3:25])([CH3:24])[CH3:23])[CH:9]=1)=[O:7])([CH3:4])([CH3:3])[CH3:2] |^1:66,68,87,106|. Reported procedure: In a round-bottomed flask, 2-bromo-5-(2-trimethylsilanyl-ethoxymethyl)-5H-pyrrolo[2,3-b]pyrazine-7-carboxylic acid tert-butylamide (110 mg, 0.26 mmol) and 1-methyl-3-tributylstannyl-1H-pyrazolo[4,3-b]pyridine (see Example 98, 340 mg, 0.40 mmol) were dissolved in DMF (2.4 ml). The reaction mixture was evacuated and backfilled with argon then tetrakis(triphenylphosphine)palladium (0) (15 mg, 0.013 mmol) and copper (I) iodide (10 mg, 0.053 mmol) were added. The reaction mixture was stirred at 80° C... As a reaction SMILES: [CH3:46][OH:47].[ClH:45].[Na+:44].[OH-:43].[OH2:48].[c:1]1([CH3:42])[cH:2][cH:3][c:4]([N:7]([C:8](=[O:9])[c:10]2[o:11][cH:12][cH:13][cH:14]2)[CH:15]2[CH2:16][CH2:17][N:18]([CH2:21][CH2:22][C:23]3([CH2:29][CH2:30][O:31][c:32]4[c:33]([C:34](=[O:35])[O:36][CH3:37])[cH:38][cH:39][cH:40][cH:41]4)[CH2:24][CH2:25][CH2:26][CH2:27][CH2:28]3)[CH2:19][CH2:20]2)[cH:5][cH:6]1>>[c:1]1([CH3:42])[cH:2][cH:3][c:4]([N:7]([C:8](=[O:9])[c:10]2[o:11][cH:12][cH:13][cH:14]2)[CH:15]2[CH2:16][CH2:17][N:18]([CH2:21][CH2:22][C:23]3([CH2:29][CH2:30][O:31][c:32]4[c:33]([C:34](=[O:35])[OH:36])[cH:38][cH:39][cH:40][cH:41]4)[CH2:24][CH2:25][CH2:26][CH2:27][CH2:28]3)[CH2:19][CH2:20]2)[cH:5][cH:6]1. The product is Cc1ccc(N(C(=O)c2ccco2)C2CCN(CCC3(CCOc4ccccc4C(=O)O)CCCCC3)CC2)cc1. The reactants are CO, Cl, [Na+], [OH-], O, COC(=O)c1ccccc1OCCC1(CCN2CCC(N(C(=O)c3ccco3)c3ccc(C)cc3)CC2)CCCCC1.